This data is from the Open Reaction Database (ORD), a public repository of structured organic reaction records. The task is: describe an organic reaction: reactants, conditions, products, and yield Starting materials: BrC(=C)CBr (2,3-dibromopropene), C(CCCC)[Mg]Br (pentylmagnesium bromide), C(C)OCC (diethyl ether), C(C)OCC (diethylether), Cl (hydrochloric acid). Run at time 2 hour. Yields the product BrC(=C)CCCCCC (2-bromo-oct-1-ene). RXN SMILES: Br[C:2]([CH2:4][Br:5])=[CH2:3].[CH2:6]([Mg]Br)[CH2:7][CH2:8][CH2:9]C.Cl.[CH2:14](OCC)C>>[Br:5][C:4]([CH2:2][CH2:3][CH2:6][CH2:7][CH2:8][CH3:9])=[CH2:14]. Reported procedure: A solution of 9.42 ml (0.0728 mol) of 2,3-dibromopropene in 70 ml diethylether was placed under a nitrogen atmosphere by use of a Firestone valve. While cooling in an ice water bath, a solution of 0.091 mol of pentylmagnesium bromide in 70 ml diethyl ether was added slowly via addition funnel. After stirring for 2 hours while warming to room temperature, there was then added via syringe 50 ml of 1 N hydrochloric acid to the reaction cooling in an ice water bath. The resulting mixture was transfe... Reactants: CCOC(=O)CC1OB(O)c2cc(O)cc(C)c21, C1CCOC1, [Li+], [OH-], O. Product: Cc1cc(O)cc2c1C(CC(=O)O)OB2O. Reaction SMILES: [CH2:1]([CH3:2])[O:3][C:4]([CH2:5][CH:6]1[c:7]2[c:8]([cH:12][c:13]([OH:17])[cH:14][c:15]2[CH3:16])[B:9]([OH:11])[O:10]1)=[O:18].[CH2:21]1[O:22][CH2:23][CH2:24][CH2:25]1.[Li+:19].[OH-:20].[OH2:26]>>[O:3]=[C:4]([CH2:5][CH:6]1[c:7]2[c:8]([cH:12][c:13]([OH:17])[cH:14][c:15]2[CH3:16])[B:9]([OH:11])[O:10]1)[OH:18]. Reactants: C=CCO, CC(C)(C)C(=O)Cl, c1ccncc1. Product: C=CCOC(=O)C(C)(C)C. As a reaction SMILES: [CH2:1]([CH:2]=[CH2:3])[OH:4].[CH3:5][C:6]([C:7](=[O:8])[Cl:9])([CH3:10])[CH3:11].[cH:12]1[cH:13][cH:14][n:15][cH:16][cH:17]1>>[CH2:1]([CH:2]=[CH2:3])[O:4][C:7]([C:6]([CH3:5])([CH3:10])[CH3:11])=[O:8]. The reactants are NC1=CC=C2C=CC=NC2=C1 (7-aminoquinoline), CC1=C(C=CC(=C1)C(=O)O)C1=CC=CC=C1 (2-methyl-1,1′-biphenyl-4-carboxylic acid). Product: CC1=C(C=CC(=C1)C(=O)NC1=CC=C2C=CC=NC2=C1)C1=CC=CC=C1 (2-Methyl-N-quinolin-7-yl-1,1′biphenyl-4-carboxamide). RXN SMILES: [NH2:1][C:2]1[CH:11]=[C:10]2[C:5]([CH:6]=[CH:7][CH:8]=[N:9]2)=[CH:4][CH:3]=1.[CH3:12][C:13]1[CH:18]=[C:17]([C:19](O)=[O:20])[CH:16]=[CH:15][C:14]=1[C:22]1[CH:27]=[CH:26][CH:25]=[CH:24][CH:23]=1>>[CH3:12][C:13]1[CH:18]=[C:17]([C:19]([NH:1][C:2]2[CH:11]=[C:10]3[C:5]([CH:6]=[CH:7][CH:8]=[N:9]3)=[CH:4][CH:3]=2)=[O:20])[CH:16]=[CH:15][C:14]=1[C:22]1[CH:27]=[CH:26][CH:25]=[CH:24][CH:23]=1. Procedure: Using the procedure outlined in Example 56, the title compound was prepared from 7-aminoquinoline (D55) (30 mg, 0.21 mmol) and 2-methyl-1,1′-biphenyl-4-carboxylic acid (D60) (53 mg, 0.25 mmol) as a white solid. MS(ES): MH+ 339